Dataset: the Open Reaction Database (ORD), a public repository of structured organic reaction records. Task: describe an organic reaction: reactants, conditions, products, and yield Reactants: CCOC(C)=O, FC(F)(F)c1ccnc(-c2ccccc2Cl)c1, O=C(OO)c1cccc(Cl)c1. The product is FC(F)(F)c1cc(Cl)nc(-c2ccccc2Cl)c1. RXN SMILES: [CH3:29][CH2:30][O:31][C:32]([CH3:33])=[O:34].[Cl:1][c:2]1[c:3](-[c:8]2[n:9][cH:10][cH:11][c:12]([C:14]([F:15])([F:16])[F:17])[cH:13]2)[cH:4][cH:5][cH:6][cH:7]1.[OH:18][O:19][C:20]([c:21]1[cH:22][c:23]([Cl:27])[cH:24][cH:25][cH:26]1)=[O:28]>>[Cl:1][c:2]1[c:3](-[c:8]2[n:9][c:10]([Cl:27])[cH:11][c:12]([C:14]([F:15])([F:16])[F:17])[cH:13]2)[cH:4][cH:5][cH:6][cH:7]1.